describe an organic reaction: reactants, conditions, products, and yield From a dataset of the Open Reaction Database (ORD), a public repository of structured organic reaction records. Reactants: BrCC(=O)C1=CC=CC=C1 (Bromoacetophenone), NC1=NC=CC(=N1)N (2,4-diaminopyrimidine). The solvent is CC(=O)C (acetone). Reaction conditions: time 15 minute. Yields the product C1(=CC=CC=C1)C=1N=C2N(C=CC(=N2)N)C1 (2-Phenyl-imidazo[1,2-a]pyrimidin-7-ylamine). As a reaction SMILES: Br[CH2:2][C:3]([C:5]1[CH:10]=[CH:9][CH:8]=[CH:7][CH:6]=1)=O.[NH2:11][C:12]1[N:17]=[C:16]([NH2:18])[CH:15]=[CH:14][N:13]=1>CC(C)=O>[C:5]1([C:3]2[N:11]=[C:12]3[N:17]=[C:16]([NH2:18])[CH:15]=[CH:14][N:13]3[CH:2]=2)[CH:10]=[CH:9][CH:8]=[CH:7][CH:6]=1. Procedure details: Bromoacetophenone (2.71 g, 14 mmol) was added to a solution of 2,4-diaminopyrimidine (1.00 g, 9 mmol) in acetone (40 ml), and the mixture was heated to reflux for 5 h. The cooled suspension was filtered, the precipitate was washed (acetone), and then stirred for 15 min in a mixture of 10 ml water and 15 ml NH4OH (25%). The suspension was filtered, washed (water), and dried under vacuum. The crude product (1.9 g, quant.) was used in the next step without further purification.